This data is from the Open Reaction Database (ORD), a public repository of structured organic reaction records. The task is: describe an organic reaction: reactants, conditions, products, and yield Solvent: C(Cl)Cl (DCM), [O-]S(=O)(=S)[O-].[Na+].[Na+] (Na2S2O3), C1CCOC1 (THF). Conditions: temperature 0 celsius, time 1 hour. Starting materials: C1CC(=O)N(C1=O)Br (NBS), FC1=C(C=CC2=C1SC(=C2)C2=CC=C(C=C2)OC)OC (7-fluoro-6-methoxy-2-(4-methoxyphenyl)benzo[b]thiophene), FC1=CC2=C(SC(=C2)C2=CC=C(C=C2)OC)C(=C1OC)F (5,7-difluoro-6-methoxy-2-(4-methoxyphenyl)benzo[b]thiophene), crude product. Isolated yield 24.6%. Procedure details: To a round bottom flask, an unseparated mixture of 7-fluoro-6-methoxy-2-(4-methoxyphenyl)benzo[b]thiophene and 5,7-difluoro-6-methoxy-2-(4-methoxyphenyl)benzo[b]thiophene (380 mg, 1.318 mmol) was dissolved in THF (10 mL) and the solution was cooled to 0° C. To the solution was added NBS (237 mg, 1.331 mmol). The reaction mixture was stirred at 0° C. for 1 h then warmed to room temperature and stirred for an additional 2 h. The reaction mixture was concentrated to afford the crude product. The cr... Product: BrC=1C2=C(SC1C1=CC=C(C=C1)OC)C(=C(C=C2)OC)F (3-bromo-7-fluoro-6-methoxy-2-(4-methoxyphenyl)benzo[b]thiophene), BrC=1C2=C(SC1C1=CC=C(C=C1)OC)C(=C(C(=C2)F)OC)F (3-bromo-5,7-difluoro-6-methoxy-2-(4-methoxyphenyl)benzo[b]thiophene). Reaction SMILES: [F:1][C:2]1[C:7]2[S:8][C:9]([C:11]3[CH:16]=[CH:15][C:14]([O:17][CH3:18])=[CH:13][CH:12]=3)=[CH:10][C:6]=2[CH:5]=[CH:4][C:3]=1[O:19][CH3:20].[F:21][C:22]1[C:38]([O:39][CH3:40])=[C:37]([F:41])[C:25]2[S:26][C:27]([C:29]3[CH:34]=[CH:33][C:32]([O:35][CH3:36])=[CH:31][CH:30]=3)=[CH:28][C:24]=2[CH:23]=1.C1C(=O)N([Br:49])C(=O)C1>C1COCC1.C(Cl)Cl.[O-]S([O-])(=S)=O.[Na+].[Na+]>[Br:49][C:10]1[C:6]2[CH:5]=[CH:4][C:3]([O:19][CH3:20])=[C:2]([F:1])[C:7]=2[S:8][C:9]=1[C:11]1[CH:16]=[CH:15][C:14]([O:17][CH3:18])=[CH:13][CH:12]=1.[Br:49][C:28]1[C:24]2[CH:23]=[C:22]([F:21])[C:38]([O:39][CH3:40])=[C:37]([F:41])[C:25]=2[S:26][C:27]=1[C:29]1[CH:34]=[CH:33][C:32]([O:35][CH3:36])=[CH:31][CH:30]=1 |f:5.6.7|.